Dataset: the Open Reaction Database (ORD), a public repository of structured organic reaction records. Task: describe an organic reaction: reactants, conditions, products, and yield The product is C(C)C1=C(N)C(=CC=C1)OC (2-Ethyl-6-methoxyaniline). Solvent: C1CCOC1 (THF). Conditions: time 8 hour. RXN SMILES: [N+:1]([C:4]1[C:9]([CH:10](O)[CH3:11])=[CH:8][CH:7]=[CH:6][C:5]=1[O:13][CH3:14])([O-])=O.OP(O)(O)=O>C1COCC1.[Pd]>[CH2:10]([C:9]1[CH:8]=[CH:7][CH:6]=[C:5]([O:13][CH3:14])[C:4]=1[NH2:1])[CH3:11]. The yield is 42.9%. Procedure details: The compound of Example 27B (310 mg) was dissolved in 10 mL of THF; 1.5 mL of H3PO4 was added, followed by 50 mg of 10% palladium-on-charcoal. The resultant mixture was purged with nitrogen, then placed under a balloon of hydrogen, and stirred overnight. Bicarb was added carefully, and the mixture was filtered through a pad of Celite. The filtrate was extracted with EtOAc; the organic extracts were washed with bicarb and brine, and were concentrated in vacuo. The crude product was purified by fl... Starting materials: [N+](=O)([O-])C1=C(C=CC=C1C(C)O)OC (2-Nitro-3-(1-hydroxyethyl)anisole), OP(=O)(O)O (H3PO4). The reagents and catalysts are [Pd] (palladium-on-charcoal).